Dataset: the Open Reaction Database (ORD), a public repository of structured organic reaction records. Task: describe an organic reaction: reactants, conditions, products, and yield Yield: 42.8%. Procedure details: To a mixture of 2-bromo-5-[(cyclobutyloxy)methyl]-1,3-dimethoxybenzene (2.39 g, 7.94 mmol) and THF (20 mL) was added n-butyllithium (2.73M n-hexane solution: 3.49 mL, 9.53 mmol) at −78° C. (internal temperature), and the mixture was stirred for one hour. To the mixture was added trimethyl borate (1.07 mL, 9.53 mmol) and the mixture was gradually warmed to room temperature while stirring. Thereafter, a saturated aqueous solution of ammonium chloride was added to the mixture while cooling on ice, ... Run in C1CCOC1 (THF), C(C)(=O)OCC (ethyl acetate). Yields the product C1(CCC1)OCC1=CC(=C(C(=C1)OC)B(O)O)OC ({4-[(Cyclobutyloxy)methyl]-2,6-dimethoxyphenyl}boronic acid). Reaction conditions: time 1 hour. Reaction SMILES: Br[C:2]1[C:7]([O:8][CH3:9])=[CH:6][C:5]([CH2:10][O:11][CH:12]2[CH2:15][CH2:14][CH2:13]2)=[CH:4][C:3]=1[O:16][CH3:17].C([Li])CCC.[B:23](OC)([O:26]C)[O:24]C.[Cl-].[NH4+]>C(OCC)(=O)C.C1COCC1>[CH:12]1([O:11][CH2:10][C:5]2[CH:6]=[C:7]([O:8][CH3:9])[C:2]([B:23]([OH:26])[OH:24])=[C:3]([O:16][CH3:17])[CH:4]=2)[CH2:15][CH2:14][CH2:13]1 |f:3.4|. Starting materials: [Cl-].[NH4+] (ammonium chloride), BrC1=C(C=C(C=C1OC)COC1CCC1)OC (2-bromo-5-[(cyclobutyloxy)methyl]-1,3-dimethoxybenzene), C(CCC)[Li] (n-butyllithium), B(OC)(OC)OC (trimethyl borate). The reactants are CC(C)(C)c1ccc(COCCBr)cc1, CC#N, ClC(Cl)Cl, OC(c1ccccc1)(c1ccccc1)C12CCN(CC1)CC2. The product is [Br-], CC(C)(C)c1ccc(COCC[N+]23CCC(C(O)(c4ccccc4)c4ccccc4)(CC2)CC3)cc1. RXN SMILES: [Br:23][CH2:24][CH2:25][O:26][CH2:27][c:28]1[cH:29][cH:30][c:31]([C:34]([CH3:35])([CH3:36])[CH3:37])[cH:32][cH:33]1.[CH3:38][C:39]#[N:40].[Cl:41][CH:42]([Cl:43])[Cl:44].[N:1]12[CH2:2][CH2:3][C:4]([C:9]([OH:10])([c:11]3[cH:12][cH:13][cH:14][cH:15][cH:16]3)[c:17]3[cH:18][cH:19][cH:20][cH:21][cH:22]3)([CH2:5][CH2:6]1)[CH2:7][CH2:8]2>>[Br-:23].[N+:1]12([CH2:24][CH2:25][O:26][CH2:27][c:28]3[cH:29][cH:30][c:31]([C:34]([CH3:35])([CH3:36])[CH3:37])[cH:32][cH:33]3)[CH2:2][CH2:3][C:4]([C:9]([OH:10])([c:11]3[cH:12][cH:13][cH:14][cH:15][cH:16]3)[c:17]3[cH:18][cH:19][cH:20][cH:21][cH:22]3)([CH2:5][CH2:6]1)[CH2:7][CH2:8]2. Starting materials: NC(CCCC(=O)OC)C1=C(C=CC=C1OC)OC (methyl 5-amino-5-(2,6-dimethoxyphenyl)pentanoate), N1=C(C=CC=C1C=O)C1=NC=CC=C1 ([2,2′-bipyridine]-6-carbaldehyde). Yields the product N1=C(C=CC=C1CN1C(CCCC1C1=C(C=CC=C1OC)OC)=O)C1=NC=CC=C1 (1-([2,2′-bipyridin]-6-ylmethyl)-6-(2,6-dimethoxyphenyl)piperidin-2-one). Reaction SMILES: [NH2:1][CH:2]([C:10]1[C:15]([O:16][CH3:17])=[CH:14][CH:13]=[CH:12][C:11]=1[O:18][CH3:19])[CH2:3][CH2:4][CH2:5][C:6]([O:8]C)=O.[N:20]1[C:25]([CH:26]=O)=[CH:24][CH:23]=[CH:22][C:21]=1[C:28]1[CH:33]=[CH:32][CH:31]=[CH:30][N:29]=1>>[N:20]1[C:25]([CH2:26][N:1]2[CH:2]([C:10]3[C:15]([O:16][CH3:17])=[CH:14][CH:13]=[CH:12][C:11]=3[O:18][CH3:19])[CH2:3][CH2:4][CH2:5][C:6]2=[O:8])=[CH:24][CH:23]=[CH:22][C:21]=1[C:28]1[CH:33]=[CH:32][CH:31]=[CH:30][N:29]=1. Procedure: Prepared according to the described general procedure 1 (GP1) by reaction of methyl 5-amino-5-(2,6-dimethoxyphenyl)pentanoate with [2,2′-bipyridine]-6-carbaldehyde. Subsequent purification by preparative HPLC afforded the target compound. LC-MS (conditions A): tR=0.58 min.; [M+H]+: 403.99 g/mol. The reactants are C(C)(=O)OCC (ethyl acetate), C(C1=CC=CC=C1)(=O)C=1C=NC2=C(C=CC=C2C1Cl)OC (3-Benzoyl-4-chloro-8-methoxyquinoline). Solvent: O1CCOCC1 (1,4-dioxan), COC=1C(=CC=CC1)N (o-anisidine). Product: C(C1=CC=CC=C1)(=O)C=1C=NC2=C(C=CC=C2C1NC1=C(C=CC=C1)OC)OC (3-benzoyl-4-(2-methoxyphenylamino)-8-methoxyquinoline). Yield: 61.0%. RXN SMILES: [C:1]([C:9]1[CH:10]=[N:11][C:12]2[C:17]([C:18]=1Cl)=[CH:16][CH:15]=[CH:14][C:13]=2[O:20][CH3:21])(=[O:8])[C:2]1[CH:7]=[CH:6][CH:5]=[CH:4][CH:3]=1.[C:22]([O:25][CH2:26][CH3:27])(=O)C>O1CCOCC1.COC1C(N)=CC=CC=1>[C:1]([C:9]1[CH:10]=[N:11][C:12]2[C:17]([C:18]=1[NH:11][C:10]1[CH:9]=[CH:1][CH:2]=[CH:27][C:26]=1[O:25][CH3:22])=[CH:16][CH:15]=[CH:14][C:13]=2[O:20][CH3:21])(=[O:8])[C:2]1[CH:7]=[CH:6][CH:5]=[CH:4][CH:3]=1. Procedure details: 3-Benzoyl-4-chloro-8-methoxyquinoline (2.8 g, 0.0094 mol) was heated under reflux in a mixture of 1,4-dioxan (50 ml) and o-anisidine (7 ml) for 1 hour. The solvent was evaporated and the residue was dissolved in dichloromethane, and washed with dilute hydrochloric acid sodium hydrogen carbonate solution, water and brine. The organic solution was dried and evaporated to an oil which was chromatographed (silica gel, 1% methanol in dichloromethane) to give an oil which afforded yellow crystals of 3... The reactants are O=C([O-])C=CC(=O)O, ON=C1CCCCCCCCCCC1, CN(C)CCCl, [H-], [Na+]. Yields the product CN(C)CCON=C1CCCCCCCCCCC1. As a reaction SMILES: [C:23]([OH:24])(=[O:25])[CH:26]=[CH:27][C:28]([O-:29])=[O:30].[C:3]1(=[N:15][OH:16])[CH2:4][CH2:5][CH2:6][CH2:7][CH2:8][CH2:9][CH2:10][CH2:11][CH2:12][CH2:13][CH2:14]1.[CH3:17][N:18]([CH2:19][CH2:20][Cl:21])[CH3:22].[H-:1].[Na+:2]>>[C:3]1(=[N:15][O:16][CH2:20][CH2:19][N:18]([CH3:17])[CH3:22])[CH2:4][CH2:5][CH2:6][CH2:7][CH2:8][CH2:9][CH2:10][CH2:11][CH2:12][CH2:13][CH2:14]1.